Task: describe an organic reaction: reactants, conditions, products, and yield. Dataset: the Open Reaction Database (ORD), a public repository of structured organic reaction records The reactants are NC=1C=CC(=NC1)OC=1C=C2CCC(OC2=CC1)C1=CC=CC=C1 (5-amino-2-(2-phenylchroman-6-yloxy)pyridine), [N+](=O)([O-])C=1C=CC(=NC1)OC=1C=C2CCC(OC2=CC1)C1=CC=C(C=C1)[N+](=O)[O-] (5-nitro-2-[2-(4-nitrophenyl)chroman-6-yloxy]pyridine). Reagents/catalysts: [Zn] (Zn). The product is NC1=CC=C(C=C1)C1OC2=CC=C(C=C2CC1)OC1=CC=C(C=N1)N (6-[2-(4-Aminophenyl)chroman-6-yloxy]-pyridin-3-ylamine). As a reaction SMILES: NC1C=CC(OC2C=C3C(=CC=2)OC(C2C=CC=CC=2)CC3)=NC=1.[N+:25]([C:28]1[CH:29]=[CH:30][C:31]([O:34][C:35]2[CH:36]=[C:37]3[C:42](=[CH:43][CH:44]=2)[O:41][CH:40]([C:45]2[CH:50]=[CH:49][C:48]([N+:51]([O-])=O)=[CH:47][CH:46]=2)[CH2:39][CH2:38]3)=[N:32][CH:33]=1)([O-])=O>[Zn]>[NH2:51][C:48]1[CH:49]=[CH:50][C:45]([CH:40]2[CH2:39][CH2:38][C:37]3[C:42](=[CH:43][CH:44]=[C:35]([O:34][C:31]4[N:32]=[CH:33][C:28]([NH2:25])=[CH:29][CH:30]=4)[CH:36]=3)[O:41]2)=[CH:46][CH:47]=1. Procedure details: 6-[2-(4-Aminophenyl)chroman-6-yloxy]-pyridin-3-ylamine was prepared as described for 5-amino-2-(2-phenylchroman-6-yloxy)pyridine in Example 26 using 100 mg 5-nitro-2-[2-(4-nitrophenyl)chroman-6-yloxy]pyridine (Example 87(d)) and 665 mg of Zn. 1H NMR (400 MHz, d6-DMSO) δ: 7.50 (d, 1H, J 2.9 Hz), 7.07 (d, 2H, 8.4 Hz), 7.04 (dd, 1H, J 8.6, 2.9 Hz), 6.71 (s, 3H), 6.68 (d, 1H, J 8.6 Hz), 6.56 (d, 2H, J 8.4 Hz), 5.07 (s, 2H), 4.99 (s, 2H), 4.84 (dd, 1H, J 9.7, 2.3 Hz), 2.86-2.95 (m, 1H), 2.66-2.71 (m,... Reactants: C(C1=CC=CC=C1)OC1=NC(=CC2=C1N(C=N2)C(F)F)Cl (4-(benzyloxy)-6-chloro-3-(difluoromethyl)-3H-imidazo[4,5-c]pyridine), O (Water), C(C)(C)(C)N1N=CC(=C1)C1OC(C(O1)(C)C)(C)C (1-tert-butyl-4-(4,4,5,5-tetramethyl-1,3-dioxolan-2-yl)-1H-pyrazole), [O-]P(=O)([O-])[O-].[K+].[K+].[K+] (K3PO4). Reagents/catalysts: CC(C)(C)P(C1=CC=C(C=C1)N(C)C)C(C)(C)C.CC(C)(C)P(C1=CC=C(C=C1)N(C)C)C(C)(C)C.Cl[Pd]Cl (bis(di-tert-butyl(4-dimethylaminophenyl)phosphine)dichloropalladium(II)). Run in O1CCOCC1 (dioxane), CCOC(=O)C (EtOAc), [Cl-].[Na+].O (brine). Run at temperature 100 celsius, time 1.25 hour. Yields the product C(C1=CC=CC=C1)OC1=NC(=CC2=C1N(C=N2)C(F)F)C=2C=NN(C2)C(C)(C)C (4-(benzyloxy)-6-(1-tert-butyl-1H-pyrazol-4-yl)-3-(difluoromethyl)-3H-imidazo[4,5-c]pyridine). RXN SMILES: [CH2:1]([O:8][C:9]1[C:14]2[N:15]([CH:18]([F:20])[F:19])[CH:16]=[N:17][C:13]=2[CH:12]=[C:11](Cl)[N:10]=1)[C:2]1[CH:7]=[CH:6][CH:5]=[CH:4][CH:3]=1.[C:22]([N:26]1[CH:30]=[C:29](C2OC(C)(C)C(C)(C)O2)[CH:28]=[N:27]1)([CH3:25])([CH3:24])[CH3:23].[O-]P([O-])([O-])=O.[K+].[K+].[K+].O>O1CCOCC1.CCOC(C)=O.[Cl-].[Na+].O.CC(P(C(C)(C)C)C1C=CC(N(C)C)=CC=1)(C)C.CC(P(C(C)(C)C)C1C=CC(N(C)C)=CC=1)(C)C.Cl[Pd]Cl>[CH2:1]([O:8][C:9]1[C:14]2[N:15]([CH:18]([F:20])[F:19])[CH:16]=[N:17][C:13]=2[CH:12]=[C:11]([C:29]2[CH:28]=[N:27][N:26]([C:22]([CH3:25])([CH3:24])[CH3:23])[CH:30]=2)[N:10]=1)[C:2]1[CH:7]=[CH:6][CH:5]=[CH:4][CH:3]=1 |f:2.3.4.5,9.10.11,12.13.14|. Procedure: 4-(benzyloxy)-6-chloro-3-(difluoromethyl)-3H-imidazo[4,5-c]pyridine 2.28 (109 mg, 0.352 mmol), 1-tert-butyl-4-(4,4,5,5-tetramethyl-1,3-dioxolan-2-yl)-1H-pyrazole (177 mg, 0.708 mmol), bis(di-tert-butyl(4-dimethylaminophenyl)phosphine)dichloropalladium(II) (17 mg, 0.024 mmol) and K3PO4 (235 mg, 1.11 mmol) were taken up in dioxane (3 mL) under Ar. Water (0.45 mL) was added and the stirred mixture was heated to 100° C. After 1.25 h, the reaction mixture was cooled to r.t. and was diluted with EtOAc...